Dataset: the Open Reaction Database (ORD), a public repository of structured organic reaction records. Task: describe an organic reaction: reactants, conditions, products, and yield Reactants: CCCCCCCCO, CCCCCCCCOc1ccc2cc(-c3ccc(O)c(F)n3)ccc2c1, CCOC(=O)N=NC(=O)OCC, C1CCOC1, c1ccc(P(c2ccccc2)c2ccccc2)cc1. Product: CCCCCCCCOc1ccc2cc(-c3ccc(OCCCCCCCC)c(F)n3)ccc2c1. As a reaction SMILES: [CH2:59]([CH2:60][CH2:61][CH2:62][CH2:63][CH2:64][CH2:65][CH3:66])[OH:67].[F:32][c:33]1[n:34][c:35](-[c:40]2[cH:41][c:42]3[cH:43][cH:44][c:45]([O:50][CH2:51][CH2:52][CH2:53][CH2:54][CH2:55][CH2:56][CH2:57][CH3:58])[cH:46][c:47]3[cH:48][cH:49]2)[cH:36][cH:37][c:38]1[OH:39].[O:1]=[C:2]([O:3][CH2:4][CH3:5])[N:6]=[N:7][C:8]([O:9][CH2:10][CH3:11])=[O:12].[O:68]1[CH2:69][CH2:70][CH2:71][CH2:72]1.[c:13]1([P:14]([c:15]2[cH:16][cH:17][cH:18][cH:19][cH:20]2)[c:21]2[cH:22][cH:23][cH:24][cH:25][cH:26]2)[cH:27][cH:28][cH:29][cH:30][cH:31]1>>[F:32][c:33]1[n:34][c:35](-[c:40]2[cH:41][c:42]3[cH:43][cH:44][c:45]([O:50][CH2:51][CH2:52][CH2:53][CH2:54][CH2:55][CH2:56][CH2:57][CH3:58])[cH:46][c:47]3[cH:48][cH:49]2)[cH:36][cH:37][c:38]1[O:39][CH2:59][CH2:60][CH2:61][CH2:62][CH2:63][CH2:64][CH2:65][CH3:66]. As a reaction SMILES: [S:1]1[CH2:7][C:5](=[O:6])[N:4]([CH2:8][C:9]([OH:11])=[O:10])[C:2]1=[S:3].[CH2:12]([O:19][C:20]1[CH:21]=[C:22]([CH:25]=[CH:26][C:27]=1[O:28][CH2:29][C:30]1[CH:35]=[CH:34][CH:33]=[CH:32][CH:31]=1)[CH:23]=O)[C:13]1[CH:18]=[CH:17][CH:16]=[CH:15][CH:14]=1.C([O-])(=O)C.[Na+]>C(O)(=O)C.O>[C:13]1([CH2:12][O:19][C:20]2[CH:21]=[C:22]([CH:23]=[C:7]3[S:1][C:2](=[S:3])[N:4]([CH2:8][C:9]([OH:11])=[O:10])[C:5]3=[O:6])[CH:25]=[CH:26][C:27]=2[O:28][CH2:29][C:30]2[CH:35]=[CH:34][CH:33]=[CH:32][CH:31]=2)[CH:14]=[CH:15][CH:16]=[CH:17][CH:18]=1 |f:2.3|. Conditions: time 8 hour. Yield: 82.2%. Starting materials: S1C(=S)N(C(=O)C1)CC(=O)O (rhodanine-3-acetic acid), C(C1=CC=CC=C1)OC=1C=C(C=O)C=CC1OCC1=CC=CC=C1 (3,4-dibenzyloxybenzaldehyde), C(C)(=O)[O-].[Na+] (sodium acetate). Procedure: A solution of rhodanine-3-acetic acid (1 g, 5.20 mmol, 1 eq), 3,4-dibenzyloxybenzaldehyde (2.04 g, 6.25 mmol, 1.2 eq), and sodium acetate (1.3 g, 15.6 mmol, 3 eq) in acetic acid (30 ml) was heated to reflux, and stirred overnight. As the reaction mixture cooled to room temperature the product precipitated and it was filtered and washed with acetic acid, then petroleum ether. The gummy solid was dissolved in ethyl acetate (20 mL) and extracted into saturated aqueous sodium bicarbonate (2×30 mL). ... Yields the product C1(=CC=CC=C1)COC=1C=C(C=CC1OCC1=CC=CC=C1)C=C1C(N(C(S1)=S)CC(=O)O)=O (5-[[3,4-bis(phenylmethoxy)phenyl]methylene]-4-oxo-2-thioxo-3-thiazolidineacetic acid). Run in C(C)(=O)O (acetic acid), O (water). Run at temperature 80 celsius, time 3 hour. The reactants are [H-].[Na+] (sodium hydride), CS(=O)(=O)C (dimethylsulfone), ClC1=C(C=C(C(=O)OC)C=C1N(C(C)=O)C)N(C(C)=O)C (methyl 4-chloro-3,5-bis-(N-methylacetamido)benzoate). Procedure: A suspension of 3.8 g. of sodium hydride (50% suspension in oil) and 11.2 g of dimethylsulfone in 40 ml. of dimethylsulfoxide was stirred with the exclusion of moisture for 2 hours at 50° C. 9.4 G. of methyl 4-chloro-3,5-bis-(N-methylacetamido)benzoate were then added, and the mixture was stirred at 80° C. for 3 hours. The solution was diluted with 200 ml. of ice water, the precipitated material extracted with ethyl acetate, the ethyl acetate solution purified over aluminum oxide, evaporated and... The product is ClC1=C(C=C(C=C1NC)C(CS(=O)(=O)C)=O)NC (4'-chloro-3',5'-bis(methylamino)-2-methylsulfonylacetophenone). The solvent is CS(=O)C (dimethylsulfoxide). RXN SMILES: [H-].[Na+].[CH3:3][S:4]([CH3:7])(=[O:6])=[O:5].[Cl:8][C:9]1[C:18]([N:19](C)[C:20](=O)C)=[CH:17][C:12]([C:13](OC)=[O:14])=[CH:11][C:10]=1[N:24](C)[C:25](=O)C>CS(C)=O>[Cl:8][C:9]1[C:18]([NH:19][CH3:20])=[CH:17][C:12]([C:13](=[O:14])[CH2:3][S:4]([CH3:7])(=[O:6])=[O:5])=[CH:11][C:10]=1[NH:24][CH3:25] |f:0.1|. The reactants are C(C)NC(=O)NC1=CC=C(C=C1)C=1N=C(C2=C(N1)CNCC2)N2[C@H](COCC2)C ((S)-1-ethyl-3-(4-(4-(3-methylmorpholino)-5,6,7,8-tetrahydropyrido[3,4-d]pyrimidin-2 yl)phenyl)urea), CC(=O)C (acetone). Product: C(=O)O.C(C)NC(=O)NC1=CC=C(C=C1)C=1N=C(C2=C(N1)CN(CC2)C(C)C)N2[C@H](COCC2)C ((S)-1-ethyl-3-(4-(7-isopropyl-4-(3-methylmorpholino)-5,6,7,8-tetrahydropyrido[3,4-d]pyrimidin-2-yl)phenyl)urea formate). As a reaction SMILES: [CH2:1]([NH:3][C:4]([NH:6][C:7]1[CH:12]=[CH:11][C:10]([C:13]2[N:14]=[C:15]([N:23]3[CH2:28][CH2:27][O:26][CH2:25][C@@H:24]3[CH3:29])[C:16]3[CH2:22][CH2:21][NH:20][CH2:19][C:17]=3[N:18]=2)=[CH:9][CH:8]=1)=[O:5])[CH3:2].[CH3:30][C:31]([CH3:33])=[O:32]>>[CH:27]([OH:26])=[O:32].[CH2:1]([NH:3][C:4]([NH:6][C:7]1[CH:8]=[CH:9][C:10]([C:13]2[N:14]=[C:15]([N:23]3[CH2:28][CH2:27][O:26][CH2:25][C@@H:24]3[CH3:29])[C:16]3[CH2:22][CH2:21][N:20]([CH:31]([CH3:33])[CH3:30])[CH2:19][C:17]=3[N:18]=2)=[CH:11][CH:12]=1)=[O:5])[CH3:2] |f:2.3|. Procedure: Method as example 26 using (S)-1-ethyl-3-(4-(4-(3-methylmorpholino)-5,6,7,8-tetrahydropyrido[3,4-d]pyrimidin-2 yl)phenyl)urea (example 13) and acetone as starting materials. Starting materials: C(C=C)N1CC2=CC=CC=C2CC1 (N-allyl 1,2,3,4-tetrahydroisoquinoline), C(C=C)Br (allyl bromide), C(C=C)Br (allyl bromide). Solvent: C(C)OCC (diethyl ether), C(C)OCC (diethyl ether). Run at temperature 5 celsius, time 24 hour. Product: [Br-].C(C=C)[N+]1(CC2=CC=CC=C2CC1)CC=C (N,N-diallyl 1,2,3,4-tetrahydroisoquinolinium bromide). Isolated yield 53.1%. As a reaction SMILES: [CH2:1]([N:4]1[CH2:13][CH2:12][C:11]2[C:6](=[CH:7][CH:8]=[CH:9][CH:10]=2)[CH2:5]1)[CH:2]=[CH2:3].[CH2:14]([Br:17])[CH:15]=[CH2:16]>C(OCC)C>[Br-:17].[CH2:1]([N+:4]1([CH2:16][CH:15]=[CH2:14])[CH2:13][CH2:12][C:11]2[C:6](=[CH:7][CH:8]=[CH:9][CH:10]=2)[CH2:5]1)[CH:2]=[CH2:3] |f:3.4|. Procedure details: To a 1L 3-necked round-bottomed flask, was added 100.0 g of 1,2,3,4-tetrahydroisoquinoline dissolved in 150 mL diethyl ether. The reaction mixture was cooled to 5° C. with an ice. While stirring, 45.4 g of allyl bromide in 60 mL diethyl ether was added slowly to the amine solution. After addition was complete, the reaction mixture was allowed to stir at room temperature for 18 hours. The reaction mixture was diluted with 300 mL diethyl ether, and the white precipitate was removed by filtration. ... Starting materials: O=C(O)CBr, CCOC(C)=O, Cl, Cc1cc2c(cc1C(F)(F)F)N(CCO)CCCC2N(Cc1cc(C(F)(F)F)cc(C(F)(F)F)c1)c1nnn(C)n1, [KH], C1CCOC1, O. Product: Cc1cc2c(cc1C(F)(F)F)N(CCOCC(=O)O)CCCC2N(Cc1cc(C(F)(F)F)cc(C(F)(F)F)c1)c1nnn(C)n1. As a reaction SMILES: [Br:43][CH2:44][C:45](=[O:46])[OH:47].[CH3:55][CH2:56][O:57][C:58](=[O:59])[CH3:60].[ClH:48].[F:1][C:2]([c:3]1[cH:4][c:5]([CH2:6][N:7]([CH:8]2[c:9]3[c:10]([cH:18][c:19]([C:23]([F:24])([F:25])[F:26])[c:20]([CH3:22])[cH:21]3)[N:11]([CH2:15][CH2:16][OH:17])[CH2:12][CH2:13][CH2:14]2)[c:27]2[n:28][n:29][n:30]([CH3:32])[n:31]2)[cH:33][c:34]([C:36]([F:37])([F:38])[F:39])[cH:35]1)([F:40])[F:41].[KH:42].[O:49]1[CH2:50][CH2:51][CH2:52][CH2:53]1.[OH2:54]>>[F:1][C:2]([c:3]1[cH:4][c:5]([CH2:6][N:7]([CH:8]2[c:9]3[c:10]([cH:18][c:19]([C:23]([F:24])([F:25])[F:26])[c:20]([CH3:22])[cH:21]3)[N:11]([CH2:15][CH2:16][O:17][CH2:44][C:45](=[O:46])[OH:47])[CH2:12][CH2:13][CH2:14]2)[c:27]2[n:28][n:29][n:30]([CH3:32])[n:31]2)[cH:33][c:34]([C:36]([F:37])([F:38])[F:39])[cH:35]1)([F:40])[F:41].